From a dataset of the Open Reaction Database (ORD), a public repository of structured organic reaction records. describe an organic reaction: reactants, conditions, products, and yield Yields the product N1(CCC=CC1)C1=NC=2N(C(=C1)NC(=O)OC)OC(N2)=O (methyl 5-[3,6-dihydro-1(2H)-pyridyl]-2-oxo-2H-[1,2,4]-oxadiazolo[2,3-a]pyrimidine-7-carbamate). Reactants: N1(CCC=CC1)C1=CC(=[N+](C(=N1)NC(=O)OC)[O-])NC(=O)OC (dimethyl 6-[3,6-dihydro-1(2H)-pyridyl]-2,4-pyrimidine-dicarbamate-3-oxide). Reaction SMILES: [N:1]1([C:7]2[N:12]=[C:11]([NH:13][C:14](OC)=[O:15])[N+:10]([O-:18])=[C:9]([NH:19][C:20]([O:22][CH3:23])=[O:21])[CH:8]=2)[CH2:6][CH:5]=[CH:4][CH2:3][CH2:2]1>CN(C)C=O>[N:1]1([C:7]2[CH:8]=[C:9]([NH:19][C:20]([O:22][CH3:23])=[O:21])[N:10]3[O:18][C:14](=[O:15])[N:13]=[C:11]3[N:12]=2)[CH2:6][CH:5]=[CH:4][CH2:3][CH2:2]1. Run in CN(C=O)C (dimethylformamide). Procedure details: 50 G. of dimethyl 6-[3,6-dihydro-1(2H)-pyridyl]-2,4-pyrimidine-dicarbamate-3-oxide are heated to 140° C. under an argon atmosphere in 300 ml. of dimethylformamide while stirring for 30 minutes. The dimethylformamide is evaporated under reduced pressure and the residue is recrystallized from methanol/methylene chloride. There is obtained methyl 5-[3,6-dihydro-1(2H)-pyridyl]-2-oxo-2H-[1,2,4]-oxadiazolo[2,3-a]pyrimidine-7-carbamate, having a melting point of 213°-215° C. (decomposition).